From a dataset of the Open Reaction Database (ORD), a public repository of structured organic reaction records. describe an organic reaction: reactants, conditions, products, and yield The reactants are COC(CCC1(OC2=C3C(=C(C=C2CC1)O)C1CCC3C1)C)=O (3-(6-Hydroxy-2-methyl-3,4,7,8,9,10-hexahydro-7,10-methano-2H-benzo[h]chromen-2-yl)-propionic acid methyl ester), [OH-].[Na+] (NaOH), O1CCOCC1 (dioxane). The solvent is O (water). Reaction conditions: time 15 hour. The product is OC=1C=C2CCC(OC2=C2C1C1CCC2CCC1)(C)CCC(=O)O (3-(6-hydroxy-2-methyl-3,4,7,8,9,10-hexahydro-7,10-propano-2H-benzo[h]chromen-2-yl)-propionic acid). Reaction SMILES: C[O:2][C:3](=[O:23])[CH2:4][CH2:5][C:6]1([CH3:22])[CH2:15][CH2:14][C:13]2[C:8](=[C:9]3[CH:20]4[CH2:21][CH:17]([CH2:18][CH2:19]4)[C:10]3=[C:11]([OH:16])[CH:12]=2)[O:7]1.[OH-].[Na+].O1CCO[CH2:28][CH2:27]1>O>[OH:16][C:11]1[CH:12]=[C:13]2[C:8](=[C:9]3[CH:20]4[CH2:27][CH2:28][CH2:21][CH:17]([CH2:18][CH2:19]4)[C:10]=13)[O:7][C:6]([CH2:5][CH2:4][C:3]([OH:2])=[O:23])([CH3:22])[CH2:15][CH2:14]2 |f:1.2|. Reported procedure: To a solution of 3-(6-Hydroxy-2-methyl-3,4,7,8,9,10-hexahydro-7,10-methano-2H-benzo[h]chromen-2-yl)-propionic acid methyl ester (235 mg, 0.68 mmol) in 5 mL of dioxane was added a solution of NaOH (41 mg, 1.02 mmol) in 400 mL water. The resulting suspension was vigorously stirred for 15 h and quenched by adding 50 mL of saturated NaH2PO4 solution. The mixture was extracted with EtOAc (3×50 mL) and the organic layers were dried over Na2SO4 and concentrated. The crude product was purified by chroma... Reactants: CC(=O)NN1CC(C(C)(C)C)=NNC1=O, CO, Cl, [Na+], [OH-]. Product: CC(C)(C)C1=NNC(=O)N(N)C1. As a reaction SMILES: [C:1]([CH3:2])([CH3:3])([CH3:4])[C:5]1=[N:10][NH:9][C:8](=[O:11])[N:7]([NH:12][C:13](=[O:14])[CH3:15])[CH2:6]1.[CH3:19][OH:20].[ClH:16].[Na+:18].[OH-:17]>>[C:1]([CH3:2])([CH3:3])([CH3:4])[C:5]1=[N:10][NH:9][C:8](=[O:11])[N:7]([NH2:12])[CH2:6]1. Starting materials: O=C([O-])[O-], CCOC(Cc1ccc(O)cc1CC)C(=O)OC, ClCc1csc(-c2ccc(Cl)cc2)n1, [Cs+], [Cs+], [I-], [K+]. Yields the product CCOC(Cc1ccc(OCc2csc(-c3ccc(Cl)cc3)n2)cc1CC)C(=O)OC. Reaction SMILES: [C:33](=[O:34])([O-:35])[O-:36].[CH3:1][O:2][C:3]([CH:4]([CH2:5][c:6]1[c:7]([CH2:13][CH3:14])[cH:8][c:9]([OH:12])[cH:10][cH:11]1)[O:15][CH2:16][CH3:17])=[O:18].[Cl:19][CH2:20][c:21]1[n:22][c:23](-[c:26]2[cH:27][cH:28][c:29]([Cl:32])[cH:30][cH:31]2)[s:24][cH:25]1.[Cs+:37].[Cs+:38].[I-:40].[K+:39]>>[CH3:1][O:2][C:3]([CH:4]([CH2:5][c:6]1[c:7]([CH2:13][CH3:14])[cH:8][c:9]([O:12][CH2:20][c:21]2[n:22][c:23](-[c:26]3[cH:27][cH:28][c:29]([Cl:32])[cH:30][cH:31]3)[s:24][cH:25]2)[cH:10][cH:11]1)[O:15][CH2:16][CH3:17])=[O:18]. Reactants: CC1=NN(C=2N=C(NC(C21)=O)C2CN(CCC2)C2CN(C2)C(=O)OC(C)(C)C)C2=CC=CC=C2 (tert-butyl 3-(3-(3-methyl-4-oxo-1-phenyl-4,5-dihydro-1H-pyrazolo[3,4-d]pyrimidin-6-yl)piperidin-1-yl)azetidine-1-carboxylate), Cl (hydrogen chloride). Yields the product Cl.N1CC(C1)N1CC(CCC1)C=1NC(C2=C(N1)N(N=C2C)C2=CC=CC=C2)=O (6-(1-(azetidin-3-yl)piperidin-3-yl)-3-methyl-1-phenyl-1H-pyrazolo[3,4-d]pyrimidin-4(5H)-one hydrochloride). As a reaction SMILES: [CH3:1][C:2]1[C:10]2[C:9](=[O:11])[NH:8][C:7]([CH:12]3[CH2:17][CH2:16][CH2:15][N:14]([CH:18]4[CH2:21][N:20](C(OC(C)(C)C)=O)[CH2:19]4)[CH2:13]3)=[N:6][C:5]=2[N:4]([C:29]2[CH:34]=[CH:33][CH:32]=[CH:31][CH:30]=2)[N:3]=1.[ClH:35]>>[ClH:35].[NH:20]1[CH2:21][CH:18]([N:14]2[CH2:15][CH2:16][CH2:17][CH:12]([C:7]3[NH:8][C:9](=[O:11])[C:10]4[C:2]([CH3:1])=[N:3][N:4]([C:29]5[CH:34]=[CH:33][CH:32]=[CH:31][CH:30]=5)[C:5]=4[N:6]=3)[CH2:13]2)[CH2:19]1 |f:2.3|. Procedure: Into a 100-mL round-bottom flask, was placed a solution of tert-butyl 3-(3-(3-methyl-4-oxo-1-phenyl-4,5-dihydro-1H-pyrazolo[3,4-d]pyrimidin-6-yl)piperidin-1-yl)azetidine-1-carboxylate (200 mg, 0.43 mmol, 1.00 equiv) in hydrogen chloride (5 mL) at room temperature. The resulting solution was heated to reflux overnight. The resulting mixture was concentrated under vacuum. The resulting residue (150 mg) was purified by Prep-HPLC with the following conditions (Gilson Pre-HPLC): Column, SHISEIDO, CAP... Starting materials: OC(C(C)C)C1=CC(=NO1)C(=O)O (5-(1-hydroxy-2-methyl-propyl)isoxazole-3-carboxylic acid), C(Cl)Cl (DCM), N[C@H](CN1N=C(C=C1)C1=CC(=C(C#N)C=C1)Cl)C ((S)-4-(1-(2-amino-propyl)-1H-pyrazol-3-yl)-2-chlorobenzonitrile), C(Cl)Cl (DCM), CN(C)C=O (DMF). The solvent is O (water). Yields the product ClC=1C=C(C=CC1C#N)C1=NN(C=C1)C[C@H](C)NC(=O)C1=NOC(=C1)C(C(C)C)O (N—((S)-1-(3-(3-Chloro-4-cyanophenyl)-1H-pyrazol-1-yl)propan-2-yl)-5-(1-hydroxy-2-methylpropyl)isoxazole-3-carboxamide). The yield is 5.2%. Reaction SMILES: [OH:1][CH:2]([C:6]1[O:10][N:9]=[C:8]([C:11]([OH:13])=O)[CH:7]=1)[CH:3]([CH3:5])[CH3:4].[NH2:14][C@@H:15]([CH3:31])[CH2:16][N:17]1[CH:21]=[CH:20][C:19]([C:22]2[CH:29]=[CH:28][C:25]([C:26]#[N:27])=[C:24]([Cl:30])[CH:23]=2)=[N:18]1.C(Cl)Cl.CN(C=O)C>O>[Cl:30][C:24]1[CH:23]=[C:22]([C:19]2[CH:20]=[CH:21][N:17]([CH2:16][C@@H:15]([NH:14][C:11]([C:8]3[CH:7]=[C:6]([CH:2]([OH:1])[CH:3]([CH3:4])[CH3:5])[O:10][N:9]=3)=[O:13])[CH3:31])[N:18]=2)[CH:29]=[CH:28][C:25]=1[C:26]#[N:27]. Reported procedure: The title compound was prepared using the procedure described in Example 3(h) starting from 5-(1-hydroxy-2-methyl-propyl)isoxazole-3-carboxylic acid (1.566 mmol, 290 mg) and (S)-4-(1-(2-amino-propyl)-1H-pyrazol-3-yl)-2-chlorobenzonitrile (1.044 mmol, 272 mg) using a mixture of DCM (5 ml) and DMF (1 ml) as the solvent. DCM and water were added, the phases were separated and the water phase was extracted with DCM. The combined organics were washed twice with water. The DCM phase was dried, filtere...